Dataset: the Open Reaction Database (ORD), a public repository of structured organic reaction records. Task: describe an organic reaction: reactants, conditions, products, and yield The reactants are BrC1=NC=C(C=C1[N+](=O)[O-])Br (2,5-Dibromo-3-nitropyridine), [Cu](C#N)C#N (Copper cyanide), C(C)(=O)OC(C)C (isopropyl acetate). Solvent: C(CC)#N (propionitrile), [Cl-].[Na+].O (brine). Conditions: temperature 90 celsius, time 15 minute. The product is BrC=1C=C(C(=NC1)C#N)[N+](=O)[O-] (5-Bromo-3-nitropyridine-2-carbonitrile). RXN SMILES: Br[C:2]1[C:7]([N+:8]([O-:10])=[O:9])=[CH:6][C:5]([Br:11])=[CH:4][N:3]=1.[Cu](C#N)[C:13]#[N:14].C(OC(C)C)(=O)C>C(#N)CC.[Cl-].[Na+].O>[Br:11][C:5]1[CH:6]=[C:7]([N+:8]([O-:10])=[O:9])[C:2]([C:13]#[N:14])=[N:3][CH:4]=1 |f:4.5.6|. Reported procedure: The compound of Step 1 (1 eq) was suspended in propionitrile (3 vol). Copper cyanide (1.1 eq) was added and the mixture was heated to 90° C. and aged for about 17 h. The reaction mixture was cooled to room temperature and isopropyl acetate (12 vol) and saturated brine (8 vol) were added. The mixture was stirred for 15 min and the layers were cut. The top organic layer was washed with brine (4×6 vol). The batch concentrated under reduced pressure to yield the desired product.